From a dataset of the Open Reaction Database (ORD), a public repository of structured organic reaction records. describe an organic reaction: reactants, conditions, products, and yield The product is COC=1C=C(C=NC1)C1=CNC=2C1=NC(=CC2)C2=NN=C(O2)N (5-(3-(5-methoxypyridin-3-yl)-1H-pyrrolo[3,2-b]pyridin-5-yl)-1,3,4-oxadiazol-2-amine). As a reaction SMILES: [CH3:1][O:2][C:3]1[CH:4]=[C:5]([C:9]2[C:13]3=[N:14][C:15]([C:18]4[O:22][C:21]([NH2:23])=[N:20][N:19]=4)=[CH:16][CH:17]=[C:12]3[N:11](S(C3C=CC(C)=CC=3)(=O)=O)[CH:10]=2)[CH:6]=[N:7][CH:8]=1.[OH-].[Na+]>CCO>[CH3:1][O:2][C:3]1[CH:4]=[C:5]([C:9]2[C:13]3=[N:14][C:15]([C:18]4[O:22][C:21]([NH2:23])=[N:20][N:19]=4)=[CH:16][CH:17]=[C:12]3[NH:11][CH:10]=2)[CH:6]=[N:7][CH:8]=1 |f:1.2|. Reactants: COC=1C=C(C=NC1)C1=CN(C=2C1=NC(=CC2)C2=NN=C(O2)N)S(=O)(=O)C2=CC=C(C=C2)C (5-(3-(5-methoxypyridin-3-yl)-1-((4-methylphenyl)sulfonyl)-1H-pyrrolo[3,2-b]pyridin-5-yl)-1,3,4-oxadiazol-2-amine), [OH-].[Na+] (NaOH). Yield: 14.9%. Conditions: time 8 hour. Run in CCO (EtOH). Reported procedure: A mixture of 5-(3-(5-methoxypyridin-3-yl)-1-((4-methylphenyl)sulfonyl)-1H-pyrrolo[3,2-b]pyridin-5-yl)-1,3,4-oxadiazol-2-amine (0.022 g, 0.048 mmol) and 1 M NaOH (aq.) (0.095 mL, 0.095 mmol) in 4 mL of EtOH was stirred overnight at RT. The reaction was then concentrated and the residue taken up in H2O and EtOAc. The EtOAc layer was put aside and the aqueous layer was acidified with 2 M HCl (aq.) and extracted with DCM and 3/1 CHCl3/i-PrOH (2×). The aqueous layer was concentrated to give an orange... The reactants are [Na] (sodium), NC1C(N2N(CCCC2C(=O)O)C1)=O (2-amino-hexahydro-3-oxo-1H-pyrazolo[1,2-a]pyridazine-5-carboxylic acid), [OH-].[Na+] (sodium hydroxide), O=C(C(=O)O)CCC1=CC=CC=C1 (2-oxo-4-phenylbutyric acid). Run in O (water). Run at time 22 hour. The product is C(=O)(O)C(CCC1=CC=CC=C1)NC1C(N2N(CCCC2C(=O)O)C1)=O (2-(1-carboxy-3-phenylpropylamino)-hexahydro-3-oxo-1H-pyrazolo[1,2-a]pyridazine-5-carboxylic acid). Yield: 32.4%. Reaction SMILES: [NH2:1][CH:2]1[CH2:13][N:5]2[CH2:6][CH2:7][CH2:8][CH:9]([C:10]([OH:12])=[O:11])[N:4]2[C:3]1=[O:14].O=[C:16]([CH2:20][CH2:21][C:22]1[CH:27]=[CH:26][CH:25]=[CH:24][CH:23]=1)[C:17]([OH:19])=[O:18].[OH-].[Na+].[Na]>O>[C:17]([CH:16]([NH:1][CH:2]1[CH2:13][N:5]2[CH2:6][CH2:7][CH2:8][CH:9]([C:10]([OH:12])=[O:11])[N:4]2[C:3]1=[O:14])[CH2:20][CH2:21][C:22]1[CH:27]=[CH:26][CH:25]=[CH:24][CH:23]=1)([OH:19])=[O:18] |f:2.3,^1:29|. Procedure: 0.51 g of 2-amino-hexahydro-3-oxo-1H-pyrazolo[1,2-a]pyridazine-5-carboxylic acid (racemate B) was dissolved in 4 ml of water. 1.37 g of 2-oxo-4-phenylbutyric acid were added and the mixture was adjusted to pH 6 using 2N aqueous sodium hydroxide solution. 0.33 g of sodium cyanoborohydrde was then added and the mixture was left to stir at room temperature for 22 hours. The product was absorbed on to a strong acidic ion-exchange resin and eluted with water containing 2% pyridine to give 0.62 g of c...